This data is from the Open Reaction Database (ORD), a public repository of structured organic reaction records. The task is: describe an organic reaction: reactants, conditions, products, and yield The product is BrC=1C=CC=C2CC(N(C12)CC1=CC=C(C=C1)C(F)(F)F)=O (7-Bromo-1-(4-trifluoromethylbenzyl)-1,3-dihydro-indol-2-one). Procedure details: A mixture of 7-bromo-1H-indole-2,3-dione (4.5 g), Cs2CO3 (10 g) and 1-bromomethyl-4-trifluoromethylbenzene (5 g) in 50 ml of DMF was stirred at 55° C. for 6 h. The reaction mixture was cooled to r.t., diluted with 100 ml of 1:1 hexane/EtOAc and filtered through a pad of silica gel. The filtrate was concentrated under vacuum and the crude product was dissolved in 100 ml of ethanol and 10 ml of 50% aqueous solution of hydrazine. The resulting mixture was heated to reflux for 10 h and diluted with ... The yield is 70.6%. Reaction conditions: temperature 55 celsius, time 6 hour. Reaction SMILES: [Br:1][C:2]1[CH:3]=[CH:4][CH:5]=[C:6]2[C:10]=1[NH:9][C:8](=[O:11])[C:7]2=O.C([O-])([O-])=O.[Cs+].[Cs+].Br[CH2:20][C:21]1[CH:26]=[CH:25][C:24]([C:27]([F:30])([F:29])[F:28])=[CH:23][CH:22]=1>CN(C=O)C.CCCCCC.CCOC(C)=O>[Br:1][C:2]1[CH:3]=[CH:4][CH:5]=[C:6]2[C:10]=1[N:9]([CH2:20][C:21]1[CH:22]=[CH:23][C:24]([C:27]([F:28])([F:29])[F:30])=[CH:25][CH:26]=1)[C:8](=[O:11])[CH2:7]2 |f:1.2.3,6.7|. Starting materials: BrC=1C=CC=C2C(C(NC12)=O)=O (7-bromo-1H-indole-2,3-dione), C(=O)([O-])[O-].[Cs+].[Cs+] (Cs2CO3), BrCC1=CC=C(C=C1)C(F)(F)F (1-bromomethyl-4-trifluoromethylbenzene). The solvent is CN(C)C=O (DMF), CCCCCC.CCOC(=O)C (hexane EtOAc). Starting materials: CC(C)(C)[Si](C)(C)OCCBr, O=C([O-])[O-], CN(C)C=O, [Cs+], [Cs+], O=C1c2ccccc2C(=O)N1c1cc(S(=O)(=O)N2CCCCc3ccccc32)c(O)cc1F, O. The product is CC(C)(C)[Si](C)(C)OCCOc1cc(F)c(N2C(=O)c3ccccc3C2=O)cc1S(=O)(=O)N1CCCCc2ccccc21. As a reaction SMILES: [Br:40][CH2:41][CH2:42][O:43][Si:44]([CH3:45])([CH3:46])[C:47]([CH3:48])([CH3:49])[CH3:50].[C:34](=[O:35])([O-:36])[O-:37].[CH3:52][N:53]([CH3:54])[CH:55]=[O:56].[Cs+:38].[Cs+:39].[F:1][c:2]1[c:3]([N:23]2[C:24](=[O:33])[c:25]3[cH:26][cH:27][cH:28][cH:29][c:30]3[C:31]2=[O:32])[cH:4][c:5]([S:9](=[O:10])(=[O:11])[N:12]2[CH2:13][CH2:14][CH2:15][CH2:16][c:17]3[c:18]2[cH:19][cH:20][cH:21][cH:22]3)[c:6]([OH:8])[cH:7]1.[OH2:51]>>[F:1][c:2]1[c:3]([N:23]2[C:24](=[O:33])[c:25]3[cH:26][cH:27][cH:28][cH:29][c:30]3[C:31]2=[O:32])[cH:4][c:5]([S:9](=[O:10])(=[O:11])[N:12]2[CH2:13][CH2:14][CH2:15][CH2:16][c:17]3[c:18]2[cH:19][cH:20][cH:21][cH:22]3)[c:6]([O:8][CH2:41][CH2:42][O:43][Si:44]([CH3:45])([CH3:46])[C:47]([CH3:48])([CH3:49])[CH3:50])[cH:7]1. Yields the product O=CNc1ccccc1C(=O)Nc1nnn[nH]1. As a reaction SMILES: [C:16]([O:17][CH:19]=[O:20])(=[O:18])[CH3:21].[CH3:22][N:23]([CH3:24])[CH:25]=[O:26].[NH2:1][c:2]1[c:3]([C:4](=[O:5])[NH:6][c:7]2[n:8][n:9][n:10][nH:11]2)[cH:12][cH:13][cH:14][cH:15]1>>[NH:1]([c:2]1[c:3]([C:4](=[O:5])[NH:6][c:7]2[n:8][n:9][n:10][nH:11]2)[cH:12][cH:13][cH:14][cH:15]1)[CH:16]=[O:18]. Starting materials: CC(=O)OC=O, CN(C)C=O, Nc1ccccc1C(=O)Nc1nnn[nH]1. Starting materials: O1C(=CC=C1)C(=O)NC1(CCCCC1)C(=O)NC1C(CN(CC1)C1=C(C=C(C=C1)F)C=O)=O (4-[N-[1-[N-(furan-2-ylcarbonyl)amino]cyclohexanecarbonyl]amino]-1-(4-fluoro-2-formylphenyl)piperidin-3-one), C([O-])([O-])=O.[K+].[K+] (potassium carbonate), C1(=CC=C(C=C1)S(=O)(=O)CN=C=O)C (p-toluenesulfonylmethyl isocyanate). Run in CO (methanol). Product: O1C(=CC=C1)C(=O)NC1(CCCCC1)C(=O)NC1C(CN(CC1)C1=C(C=C(C=C1)F)C=1N=COC1)O (4-[N-[1-[N-(furan-2-ylcarbonyl)amino]cyclohexanecarbonyl]amino]-1-[4-fluoro-2-(oxazol-4-yl)phenyl]piperidin-3-ol). Isolated yield 107.4%. RXN SMILES: [O:1]1[CH:5]=[CH:4][CH:3]=[C:2]1[C:6]([NH:8][C:9]1([C:15]([NH:17][CH:18]2[CH2:23][CH2:22][N:21]([C:24]3[CH:29]=[CH:28][C:27]([F:30])=[CH:26][C:25]=3C=O)[CH2:20][C:19]2=[O:33])=[O:16])[CH2:14][CH2:13][CH2:12][CH2:11][CH2:10]1)=[O:7].[C:34](=[O:37])([O-])[O-].[K+].[K+].C1(C)C=CC(S([CH2:49][N:50]=[C:51]=O)(=O)=O)=CC=1>CO>[O:1]1[CH:5]=[CH:4][CH:3]=[C:2]1[C:6]([NH:8][C:9]1([C:15]([NH:17][CH:18]2[CH2:23][CH2:22][N:21]([C:24]3[CH:29]=[CH:28][C:27]([F:30])=[CH:26][C:25]=3[C:49]3[N:50]=[CH:51][O:37][CH:34]=3)[CH2:20][CH:19]2[OH:33])=[O:16])[CH2:10][CH2:11][CH2:12][CH2:13][CH2:14]1)=[O:7] |f:1.2.3|. Procedure details: The mixture of 4-[N-[1-[N-(furan-2-ylcarbonyl)amino]cyclohexanecarbonyl]amino]-1-(4-fluoro-2-formylhenyl)piperidin-3-ol (3.0 g, 6 mmol) obtained in Example 79, potassium carbonate (2 g, 20 mmol) and p-toluenesulfonylmethyl isocyanate (TosMIC; 1.8 g, 9 mmol) was refluxed in 500 ml of methanol for about 2 hours. The reaction mixture was concentrated, added water thereto, and extracted with dichloromethane. The resulting organic layer was dried and concentrated on sodium sulfate. The resulting resi...